From a dataset of the Open Reaction Database (ORD), a public repository of structured organic reaction records. describe an organic reaction: reactants, conditions, products, and yield Starting materials: FC(C=1C=C(C=CC1)C(C(F)(F)F)NC(=O)NCCCl)(F)F (N-[α-(3-trifluoromethyl phenyl) trifluoroethyl]N'-(β-chloroethyl) Urea), O1C=NCC1 (oxazoline). Product: FC(C(C1=CC(=CC=C1)C(F)(F)F)NC=1OCCN1)(F)F (2-[α-(trifluoromethyl) (3-trifluoromethylbenzylamino)]oxazoline). RXN SMILES: [F:1][C:2]([F:22])([F:21])[C:3]1[CH:4]=[C:5]([CH:9]([NH:14][C:15]([NH:17][CH2:18][CH2:19]Cl)=[O:16])[C:10]([F:13])([F:12])[F:11])[CH:6]=[CH:7][CH:8]=1.O1CCN=C1>>[F:11][C:10]([F:13])([F:12])[CH:9]([NH:14][C:15]1[O:16][CH2:19][CH2:18][N:17]=1)[C:5]1[CH:6]=[CH:7][CH:8]=[C:3]([C:2]([F:22])([F:21])[F:1])[CH:4]=1. Procedure: Using the same procedure as in example III step B and starting from N-[α-(3-trifluoromethyl phenyl) trifluoroethyl]N'-(β-chloroethyl) Urea, dl 2-[α-(trifluoromethyl) 3-trifluoromethyl benzylamino)]oxazoline is produced. It melts at 129°-132°. The reactants are NC(=O)c1ccc(Sc2ccc(CNCCc3ccccc3)cc2)cc1, Cl, [Na+], C1CCOC1, O, O=S([O-])O. Product: NC(=O)c1ccc(S(=O)(=O)c2ccc(CNCCc3ccccc3)cc2)cc1. RXN SMILES: [CH2:1]([CH2:2][c:3]1[cH:4][cH:5][cH:6][cH:7][cH:8]1)[NH:9][CH2:10][c:11]1[cH:12][cH:13][c:14]([S:17][c:18]2[cH:19][cH:20][c:21]([C:22](=[O:23])[NH2:24])[cH:25][cH:26]2)[cH:15][cH:16]1.[ClH:27].[Na+:37].[O:28]1[CH2:29][CH2:30][CH2:31][CH2:32]1.[OH2:38].[S:33](=[O:34])([OH:35])[O-:36]>>[CH2:1]([CH2:2][c:3]1[cH:4][cH:5][cH:6][cH:7][cH:8]1)[NH:9][CH2:10][c:11]1[cH:12][cH:13][c:14]([S:17]([c:18]2[cH:19][cH:20][c:21]([C:22](=[O:23])[NH2:24])[cH:25][cH:26]2)(=[O:28])=[O:38])[cH:15][cH:16]1. Starting materials: C(C)(=O)OC(CCCC(C(=O)OC(C)(C)C)(C(=O)OC(C)(C)C)CCCCCCC(=O)OCC)CCCCC (di-tert.-butyl 2-(4-acetoxynonyl)-2-(6-ethoxycarbonylhexyl)-malonate), C(C)(=O)OC(CCCC(C(=O)OC(C)(C)C)(C(=O)OC(C)(C)C)CCCCOCC(=O)OCC)CCCCC (di-tert.-butyl 2-(4-acetoxynonyl)-2-[4-(ethoxycarbonylmethoxy)-butyl]malonate). Product: C(=O)(O)C(CCCCOCC(=O)OCC)CCCC(CCCCC)OC(C)=O (ethyl 5-carboxy-9-acetoxytetradecyloxyacetate). As a reaction SMILES: C(OC(CCCCC)CCCC(CCCCCCC(OCC)=O)(C(OC(C)(C)C)=O)C(OC(C)(C)C)=O)(=O)C.[C:40]([O:43][CH:44]([CH2:74][CH2:75][CH2:76][CH2:77][CH3:78])[CH2:45][CH2:46][CH2:47][C:48]([CH2:63][CH2:64][CH2:65][CH2:66][O:67][CH2:68][C:69]([O:71][CH2:72][CH3:73])=[O:70])(C(OC(C)(C)C)=O)[C:49]([O:51]C(C)(C)C)=[O:50])(=[O:42])[CH3:41]>>[C:49]([CH:48]([CH2:47][CH2:46][CH2:45][CH:44]([O:43][C:40](=[O:42])[CH3:41])[CH2:74][CH2:75][CH2:76][CH2:77][CH3:78])[CH2:63][CH2:64][CH2:65][CH2:66][O:67][CH2:68][C:69]([O:71][CH2:72][CH3:73])=[O:70])([OH:51])=[O:50]. Reported procedure: This compound is prepared essentially by the method described in Example 1, Step D except that the di-tert.-butyl 2-(4-acetoxynonyl)-2-(6-ethoxycarbonylhexyl)-malonate of the example is replaced by di-tert.-butyl 2-(4-acetoxynonyl)-2-[4-(ethoxycarbonylmethoxy)-butyl]malonate. The title compound is purified by column chromatography on silica gel. Starting materials: I(=O)(=O)(=O)[O-].[Na+] (Sodium periodate), C(C)(=O)[O-].[NH4+] (ammonium acetate), ClC=1C=C(C=CC1B1OC(C(O1)(C)C)(C)C)CC(=O)OC (methyl 2-(3-chloro-4-(4,4,5,5-tetramethyl-1,3,2-dioxaborolan-2-yl)phenyl)acetate), ClC=1C=C(C=CC1B1OC(C(O1)(C)C)(C)C)CC(=O)OC (methyl 2-(3-chloro-4-(4,4,5,5-tetramethyl-1,3,2-dioxaborolan-2-yl)phenyl)acetate). Solvent: CC(=O)C (acetone), O (water), O (water). Run at time 17 hour. Yields the product ClC1=C(C=CC(=C1)CC(=O)OC)B(O)O (2-chloro-4-(2-methoxy-2-oxoethyl)phenylboronic acid). Isolated yield 93.5%. RXN SMILES: I([O-])(=O)(=O)=O.[Na+].C([O-])(=O)C.[NH4+].[Cl:12][C:13]1[CH:14]=[C:15]([CH2:28][C:29]([O:31][CH3:32])=[O:30])[CH:16]=[CH:17][C:18]=1[B:19]1[O:23]C(C)(C)C(C)(C)[O:20]1>CC(C)=O.O>[Cl:12][C:13]1[CH:14]=[C:15]([CH2:28][C:29]([O:31][CH3:32])=[O:30])[CH:16]=[CH:17][C:18]=1[B:19]([OH:20])[OH:23] |f:0.1,2.3|. Procedure details: Sodium periodate (1.967 g, 9.20 mmol) and ammonium acetate (0.709 g, 9.20 mmol) were added to a stirred solution of methyl 2-(3-chloro-4-(4,4,5,5-tetramethyl-1,3,2-dioxaborolan-2-yl)phenyl)acetate (Intermediate 2-7; 0.952 g, 3.07 mmol) in acetone (20 mL) and water (10 mL). The resulting suspension was stirred at ambient temperature for 17 hours. The reaction mixture was diluted with water (50 mL) and extracted with EtOAc (3×250 mL). The organic extracts were combined washed with saturated brine ...